Dataset: the Open Reaction Database (ORD), a public repository of structured organic reaction records. Task: describe an organic reaction: reactants, conditions, products, and yield Reactants: ice, C(C)OP(OCC)(=O)C(P(OCC)(OCC)=O)NC1C=CCCCC1 (tetraethyl(2-cycloheptenyl)aminomethylene-bis(phosphonate)), CO (methanol), O (water), ice. Run in C(Cl)(Cl)(Cl)Cl (carbon tetrachloride). Reaction conditions: time 2.5 hour. Product: C1(C=CCCCC1)NC(P(O)(O)=O)P(O)(O)=O ((2-cycloheptenyl)aminomethylenebis(phosphonic acid)). The yield is 35.1%. Reaction SMILES: C([O:3][P:4]([CH:9]([NH:18][CH:19]1[CH2:25][CH2:24][CH2:23][CH2:22][CH:21]=[CH:20]1)[P:10](=[O:17])([O:14]CC)[O:11]CC)(=[O:8])[O:5]CC)C.CO.O>C(Cl)(Cl)(Cl)Cl>[CH:19]1([NH:18][CH:9]([P:10](=[O:11])([OH:14])[OH:17])[P:4](=[O:3])([OH:5])[OH:8])[CH2:25][CH2:24][CH2:23][CH2:22][CH:21]=[CH:20]1. Reported procedure: 2.5 ml of trimethylsililiodide was added dropwise to an ice-cold solution of 1.55 g of tetraethyl(2-cycloheptenyl)aminomethylene-bis(phosphonate) in 25 ml of carbon tetrachloride. Then, the mixture was stirred at room temperature for 2.5 hours. 2 ml of methanol and 1 ml of purified water were added to the ice-cold reaction solution and it was concentrated under reduced pressure. To the obtained residue were added methanol and acetone to give a white solid. The residue was recrystallized from wat... The reactants are CCOC(=O)CCc1ccc(Cc2c(C)c(OC)c(OC)c(OC)c2OC)cc1, C1COCCO1, Cl, [Na+], [OH-]. Yields the product COc1c(C)c(Cc2ccc(CCC(=O)O)cc2)c(OC)c(OC)c1OC. Reaction SMILES: [CH2:1]([CH3:2])[O:3][C:4]([CH2:5][CH2:6][c:7]1[cH:8][cH:9][c:10]([CH2:13][c:14]2[c:15]([O:27][CH3:28])[c:16]([O:25][CH3:26])[c:17]([O:23][CH3:24])[c:18]([O:21][CH3:22])[c:19]2[CH3:20])[cH:11][cH:12]1)=[O:29].[CH2:33]1[O:34][CH2:35][CH2:36][O:37][CH2:38]1.[ClH:30].[Na+:32].[OH-:31]>>[O:3]=[C:4]([CH2:5][CH2:6][c:7]1[cH:8][cH:9][c:10]([CH2:13][c:14]2[c:15]([O:27][CH3:28])[c:16]([O:25][CH3:26])[c:17]([O:23][CH3:24])[c:18]([O:21][CH3:22])[c:19]2[CH3:20])[cH:11][cH:12]1)[OH:29].